Dataset: the Open Reaction Database (ORD), a public repository of structured organic reaction records. Task: describe an organic reaction: reactants, conditions, products, and yield Reactants: step-ii, C(CC1=CC=CC=C1)N1N=CC(=C1)B1OC(C(O1)(C)C)(C)C (1-phenethyl-4-(4,4,5,5-tetramethyl-1,3,2-dioxaborolan-2-yl)-1H-pyrazole), C(CC1=CC=CC=C1)N1N=CC(=C1)B1OC(C(O1)(C)C)(C)C (1-phenethyl-4-(4,4,5,5-tetramethyl-1,3,2-dioxaborolan-2-yl)-1H-pyrazole), C(C)(C)(C)OC(=O)N1CCN(CC1)C1=C(C=C(C=C1)C=1C=C2C(=NC1)N(C=C2I)C(=O)OC(C)(C)C)NS(=O)(=O)C (tert-butyl 5-(4-(4-(tert-butoxycarbonyl)piperazin-1-yl)-3-(methylsulfonamido)phenyl)-3-iodo-1H-pyrrolo[2,3-b]pyridine-1-carboxylate), C(C)(C)(C)OC(=O)N1CCN(CC1)C1=C(C=C(C=C1)C=1C=C2C(=NC1)N(C=C2I)C(=O)OC(C)(C)C)NS(=O)(=O)C (tert-butyl 5-(4-(4-(tert-butoxycarbonyl)piperazin-1-yl)-3-(methylsulfonamido)phenyl)-3-iodo-1H-pyrrolo[2,3-b]pyridine-1-carboxylate), C([O-])([O-])=O.[Na+].[Na+] (sodium carbonate). Reagents/catalysts: Cl[Pd]([P](C1=CC=CC=C1)(C2=CC=CC=C2)C3=CC=CC=C3)([P](C4=CC=CC=C4)(C5=CC=CC=C5)C6=CC=CC=C6)Cl (Pd(PPh3)2Cl2). Run in C1(=CC=CC=C1)C.C(C)O.O (toluene ethanol water). Yield: 15.7%. RXN SMILES: [C:1]([O:5][C:6]([N:8]1[CH2:13][CH2:12][N:11]([C:14]2[CH:19]=[CH:18][C:17]([C:20]3[CH:21]=[C:22]4[C:28](I)=[CH:27][N:26]([C:30]([O:32][C:33]([CH3:36])([CH3:35])[CH3:34])=[O:31])[C:23]4=[N:24][CH:25]=3)=[CH:16][C:15]=2[NH:37][S:38]([CH3:41])(=[O:40])=[O:39])[CH2:10][CH2:9]1)=[O:7])([CH3:4])([CH3:3])[CH3:2].[CH2:42]([N:50]1[CH:54]=[C:53](B2OC(C)(C)C(C)(C)O2)[CH:52]=[N:51]1)[CH2:43][C:44]1[CH:49]=[CH:48][CH:47]=[CH:46][CH:45]=1.C(=O)([O-])[O-].[Na+].[Na+]>C1(C)C=CC=CC=1.C(O)C.O.Cl[Pd](Cl)([P](C1C=CC=CC=1)(C1C=CC=CC=1)C1C=CC=CC=1)[P](C1C=CC=CC=1)(C1C=CC=CC=1)C1C=CC=CC=1>[C:1]([O:5][C:6]([N:8]1[CH2:13][CH2:12][N:11]([C:14]2[CH:19]=[CH:18][C:17]([C:20]3[CH:21]=[C:22]4[C:28]([C:53]5[CH:52]=[N:51][N:50]([CH2:42][CH2:43][C:44]6[CH:49]=[CH:48][CH:47]=[CH:46][CH:45]=6)[CH:54]=5)=[CH:27][N:26]([C:30]([O:32][C:33]([CH3:36])([CH3:35])[CH3:34])=[O:31])[C:23]4=[N:24][CH:25]=3)=[CH:16][C:15]=2[NH:37][S:38]([CH3:41])(=[O:40])=[O:39])[CH2:10][CH2:9]1)=[O:7])([CH3:4])([CH3:3])[CH3:2] |f:2.3.4,5.6.7,^1:83,102|. Procedure: Using similar reaction conditions as described in step-ii of example-1, tert-butyl 5-(4-(4-(tert-butoxycarbonyl)piperazin-1-yl)-3-(methylsulfonamido)phenyl)-3-iodo-1H-pyrrolo[2,3-b]pyridine-1-carboxylate (intermediate 50) (150 mg, 0.215 mmol) was coupled with 1-phenethyl-4-(4,4,5,5-tetramethyl-1,3,2-dioxaborolan-2-yl)-1H-pyrazole (intermediate 59) (76 mg, 0.258 mmol) using sodium carbonate (68 mg, 0.645 mmol) and Pd(PPh3)2Cl2 (8 mg, 0.0107 mmol) in toluene/ethanol/water (5/5/2 ml) to afford 25 m... Product: C(C)(C)(C)OC(=O)N1CCN(CC1)C1=C(C=C(C=C1)C=1C=C2C(=NC1)N(C=C2C=2C=NN(C2)CCC2=CC=CC=C2)C(=O)OC(C)(C)C)NS(=O)(=O)C (tert-butyl 5-(4-(4-(tert-butoxycarbonyl)piperazin-1-yl)-3-(methylsulfonamido)phenyl)-3-(1-phenethyl-1H-pyrazol-4-yl)-1H-pyrrolo[2,3-b]pyridine-1-carboxylate).